Dataset: the Open Reaction Database (ORD), a public repository of structured organic reaction records. Task: describe an organic reaction: reactants, conditions, products, and yield Reactants: C(C)(C)(C)SN1C(CC1)=O (tert-butylthioazetidin-2-one), BrCC(=O)OCC1=CC=C(C=C1)[N+](=O)[O-] (p-nitrobenzyl bromoacetate), solution, C[Si](C)(C)[N-][Si](C)(C)C.[Li+] (lithium bis-trimethylsilylamide), O1CCCC1 (tetrahydrofuran). Run in CN(C=O)C (N,N-dimethylformamide), CN(C=O)C (DMF). Conditions: temperature -30 celsius, time 30 minute. The product is C(C)(C)(C)SC1CC(N1CC(=O)OCC1=CC=C(C=C1)[N+](=O)[O-])=O (p-Nitrobenzyl (4-tert-butylthio-2-oxo-1-azetidinyl)-acetate). RXN SMILES: C[Si]([N-:5][Si](C)(C)C)(C)C.[Li+].[C:11]([S:15]N1CCC1=O)([CH3:14])([CH3:13])[CH3:12].Br[CH2:22][C:23]([O:25][CH2:26][C:27]1[CH:32]=[CH:31][C:30]([N+:33]([O-:35])=[O:34])=[CH:29][CH:28]=1)=[O:24].[O:36]1C[CH2:39][CH2:38][CH2:37]1>CN(C)C=O>[C:11]([S:15][CH:39]1[N:5]([CH2:22][C:23]([O:25][CH2:26][C:27]2[CH:32]=[CH:31][C:30]([N+:33]([O-:35])=[O:34])=[CH:29][CH:28]=2)=[O:24])[C:37](=[O:36])[CH2:38]1)([CH3:14])([CH3:13])[CH3:12] |f:0.1|. Procedure: 14.4 ml of 1 N solution of lithium bis-trimethylsilylamide in tetrahydrofuran (THF) are added dropwise with stirring at -70° C. to a solution of 1.91 g (12 mmol) of tert-butylthioazetidin-2-one in 6 ml of dry N,N-dimethylformamide (DMF) and then a solution of 4.93 g (18 mmol) of p-nitrobenzyl bromoacetate in 6 ml of DMF is added dropwise to the mixture and the mixture is stirred at -30° C. for a further 30 minutes. Dilution of the reaction mixture with 100 ml of toluene, washing with three porti... Reaction SMILES: [CH3:12][C:13](=[O:14])[OH:15].[OH:10][OH:11].[s:1]1[cH:2][cH:3][c:4]2[c:5]1[n:6][cH:7][cH:8][cH:9]2>>[s:1]1[cH:2][cH:3][c:4]2[c:5]1[n+:6]([O-:10])[cH:7][cH:8][cH:9]2. Product: [O-][n+]1cccc2ccsc21. Reactants: CC(=O)O, OO, c1cnc2sccc2c1. Reactants: N\C(=C/C(=O)OC)\C (methyl 3-aminocrotonate), Cl (HCl), [H][H] (hydrogen). The reagents and catalysts are [Pt] (Pt/C). Run in CO (methanol). The product is Cl.NC(CC(=O)OC)C (methyl (RS)-3-amino-butyrate hydrochloride). The yield is 96.0%. As a reaction SMILES: [NH2:1]/[C:2](/[CH3:8])=[CH:3]\[C:4]([O:6][CH3:7])=[O:5].[ClH:9].[H][H]>CO.[Pt]>[ClH:9].[NH2:1][CH:2]([CH3:8])[CH2:3][C:4]([O:6][CH3:7])=[O:5] |f:5.6|. Procedure details: 5.0 g (43.4 mmol) of methyl 3-aminocrotonate, 70 ml of a 9.3% strength solution of 17 g (43 mmol) of HCl gas in anhydrous methanol and 0.22 g of Pt/C catalyst (Heraeus K0129) were introduced into a 160 ml Parr autoclave. The hydrogenation was carried out for 3 hours at 21-25° C. under 5-10 bar of hydrogen. The catalyst was then filtered off and the solvent was completely removed by distillation on a rotary evaporator. 6.34 g of pure methyl (RS)-3-amino-butyrate hydrochloride were obtained as an ... Reaction SMILES: [CH3:1][O:2][C:3]1[CH:4]=[C:5]([CH:8]=[CH:9][CH:10]=1)[CH:6]=O.C(OC1C=CC(C(F)(F)F)=CC=1C1[S:29][C:28]([NH:30][C:31](=[O:40])[C:32]2[C:37]([F:38])=[CH:36][CH:35]=[CH:34][C:33]=2[F:39])=[N:27][C:26]=1[C:41]([O:43][CH3:44])=[O:42])C=C>>[F:39][C:33]1[CH:34]=[CH:35][CH:36]=[C:37]([F:38])[C:32]=1[C:31]([NH:30][C:28]1[S:29][C:6]([C:5]2[CH:8]=[CH:9][CH:10]=[C:3]([O:2][CH3:1])[CH:4]=2)=[C:26]([C:41]([O:43][CH3:44])=[O:42])[N:27]=1)=[O:40]. Reactants: COC=1C=C(C=O)C=CC1 (3-methoxybenzaldehyde), C(C=C)OC1=C(C=C(C=C1)C(F)(F)F)C1=C(N=C(S1)NC(C1=C(C=CC=C1F)F)=O)C(=O)OC (Methyl 5-(2-(allyloxy)-5-(trifluoromethyl)phenyl)-2-(2,6-difluorobenzamido)thiazole-4-carboxylate). The product is FC1=C(C(=O)NC=2SC(=C(N2)C(=O)OC)C2=CC(=CC=C2)OC)C(=CC=C1)F (Methyl 2-(2,6-difluorobenzamido)-5-(3-methoxyphenyl)thiazole-4-carboxylate). Reported procedure: Compound 113 was prepared as from 3-methoxybenzaldehyde as described for the preparation of Compound 63. The reactants are N1=CN=CC(=C1)C=O (pyrimidine 5-carboxaldehyde), C(C)(C)(C)OC(=O)N1CCNCC1 (tert-butyl-1-piperazine carboxylate), C(#N)[BH3-].[Na+] (Sodium cyanoborohydride). Solvent: C(C)O (ethanol), C(C)(=O)O (acetic acid). Conditions: time 5 minute. Yields the product N1=CN=CC(=C1)CN1CCN(CC1)C(=O)OC(C)(C)C (tert-Butyl 4-(pyrimidin-5-ylmethyl)piperazine-1-carboxylate). Yield: 55.1%. RXN SMILES: [N:1]1[CH:6]=[C:5]([CH:7]=O)[CH:4]=[N:3][CH:2]=1.[C:9]([O:13][C:14]([N:16]1[CH2:21][CH2:20][NH:19][CH2:18][CH2:17]1)=[O:15])([CH3:12])([CH3:11])[CH3:10].C([BH3-])#N.[Na+]>C(O)C.C(O)(=O)C>[N:3]1[CH:4]=[C:5]([CH2:7][N:19]2[CH2:18][CH2:17][N:16]([C:14]([O:13][C:9]([CH3:12])([CH3:11])[CH3:10])=[O:15])[CH2:21][CH2:20]2)[CH:6]=[N:1][CH:2]=1 |f:2.3|. Procedure: A solution of pyrimidine 5-carboxaldehyde (100 mg, 0.92 mmol) in ethanol (2 mL) and acetic acid (0.2 mL) at room temperature was treated with tert-butyl-1-piperazine carboxylate (2.5 eq, 2.31 mmol, 430 mg) and stirred for 5 minutes. Sodium cyanoborohydride (0.95 eq, 0.88 mmol, 55 mg) was added portionwise and the reaction then stirred for 16 h. Concentration in vacuo and preparative tlc purification (EtOAc) gave the product (141 mg, 55%) as a pale yellow oil; δH (500 MHz, CDCl3) 1.47 (s, 9H, C(C... Product: O=C(Cc1ccccc1)NCCc1cccc2ccc(C(=O)O)cc12. Starting materials: CC(C)=O, CC(C)=O, O=Cc1ccc2cccc(CCNC(=O)Cc3ccccc3)c2c1, [K+], O=[Mn](=O)(=O)[O-], O. Reaction SMILES: [CH3:32][C:33]([CH3:34])=[O:35].[CH3:36][C:37](=[O:38])[CH3:39].[CH:7](=[O:8])[c:9]1[cH:10][cH:11][c:12]2[cH:13][cH:14][cH:15][c:16]([CH2:19][CH2:20][NH:21][C:22]([CH2:23][c:24]3[cH:25][cH:26][cH:27][cH:28][cH:29]3)=[O:30])[c:17]2[cH:18]1.[K+:6].[Mn:1](=[O:2])([O-:3])(=[O:4])=[O:5].[OH2:31]>>[OH:2][C:7](=[O:8])[c:9]1[cH:10][cH:11][c:12]2[cH:13][cH:14][cH:15][c:16]([CH2:19][CH2:20][NH:21][C:22]([CH2:23][c:24]3[cH:25][cH:26][cH:27][cH:28][cH:29]3)=[O:30])[c:17]2[cH:18]1. Reactants: C(C1=CC=CC=C1)(C1=CC=CC=C1)NC(CC(C)C)P(O)O (1-benzhydrylamino-3-methylbutanephosphonous acid), C(C1=CC=CC=C1)(C1=CC=CC=C1)NC(C(C)C)P(O)O (1-benzhydrylamino-2-methylpropanephosphonous acid). The product is NC(CC(C)C)P(O)O (1-amino-3-methyl-butanephosphonous acid). RXN SMILES: C([NH:14][CH:15]([P:20]([OH:22])[OH:21])[CH2:16][CH:17]([CH3:19])[CH3:18])(C1C=CC=CC=1)C1C=CC=CC=1.C(NC(P(O)O)C(C)C)(C1C=CC=CC=1)C1C=CC=CC=1>>[NH2:14][CH:15]([P:20]([OH:22])[OH:21])[CH2:16][CH:17]([CH3:19])[CH3:18]. Procedure: The procedure described in Example 1C was repeated using DL-1-benzhydrylamino-3-methylbutanephosphonous acid as starting material instead of DL-1-benzhydrylamino-2-methylpropanephosphonous acid to give DL-1-amino-3-methyl-butanephosphonous acid of melting point 222° (dec.). Reactants: O=C(n1ccnc1)n1ccnc1, CN(C)C=O, CN1CCN(c2cccc3c2CC(N)CC3)CC1, O=C(O)c1ccc(N2CCOCC2)cc1, O=C=O. The product is CN1CCN(c2cccc3c2CC(NC(=O)c2ccc(N4CCOCC4)cc2)CC3)CC1. RXN SMILES: [C:16]([n:17]1[cH:18][cH:19][n:20][cH:21]1)([n:22]1[cH:23][cH:24][n:25][cH:26]1)=[O:27].[CH3:49][N:50]([CH3:51])[CH:52]=[O:53].[NH2:31][CH:32]1[CH2:33][c:34]2[c:35]([N:42]3[CH2:43][CH2:44][N:45]([CH3:48])[CH2:46][CH2:47]3)[cH:36][cH:37][cH:38][c:39]2[CH2:40][CH2:41]1.[O:1]1[CH2:2][CH2:3][N:4]([c:7]2[cH:8][cH:9][c:10]([C:11](=[O:12])[OH:13])[cH:14][cH:15]2)[CH2:5][CH2:6]1.[O:28]=[C:29]=[O:30]>>[O:1]1[CH2:2][CH2:3][N:4]([c:7]2[cH:8][cH:9][c:10]([C:11](=[O:13])[NH:31][CH:32]3[CH2:33][c:34]4[c:35]([N:42]5[CH2:43][CH2:44][N:45]([CH3:48])[CH2:46][CH2:47]5)[cH:36][cH:37][cH:38][c:39]4[CH2:40][CH2:41]3)[cH:14][cH:15]2)[CH2:5][CH2:6]1. Reactants: [BH4-], CO, Cl, [Na+], O=C1C2CC3CC1CC(O)(C3)C2. Yields the product OC1C2CC3CC1CC(O)(C3)C2. Reaction SMILES: [BH4-:13].[CH3:15][OH:16].[ClH:17].[Na+:14].[OH:1][C:2]12[CH2:3][CH:4]3[C:5](=[O:12])[CH:6]([CH2:7][CH:8]([CH2:9]1)[CH2:10]3)[CH2:11]2>>[OH:1][C:2]12[CH2:3][CH:4]3[CH:5]([OH:12])[CH:6]([CH2:7][CH:8]([CH2:9]1)[CH2:10]3)[CH2:11]2. Starting materials: C#CC(=O)OCCOCCOC, [Li]CCCC, COc1cc(C=O)cc(OC)c1OC, [Cl-], [NH4+], C1CCOC1. The product is COCCOCCOC(=O)C#CC(O)c1cc(OC)c(OC)c(OC)c1. RXN SMILES: [C:1]([C:2]#[CH:3])(=[O:4])[O:5][CH2:6][CH2:7][O:8][CH2:9][CH2:10][O:11][CH3:12].[CH2:13]([Li:14])[CH2:15][CH2:16][CH3:17].[CH3:18][O:19][c:20]1[cH:21][c:22]([CH:23]=[O:24])[cH:25][c:26]([O:30][CH3:31])[c:27]1[O:28][CH3:29].[Cl-:32].[NH4+:33].[O:34]1[CH2:35][CH2:36][CH2:37][CH2:38]1>>[C:1]([C:2]#[C:3][CH:23]([c:22]1[cH:21][c:20]([O:19][CH3:18])[c:27]([O:28][CH3:29])[c:26]([O:30][CH3:31])[cH:25]1)[OH:24])(=[O:4])[O:5][CH2:6][CH2:7][O:8][CH2:9][CH2:10][O:11][CH3:12].